From a dataset of the Open Reaction Database (ORD), a public repository of structured organic reaction records. describe an organic reaction: reactants, conditions, products, and yield Reactants: NC=1C=CC(=C(C1)[C@]1(N=C(OC[C@@H]1F)N)C)F ((4R,5R)-4-(5-amino-2-fluoro-phenyl)-5-fluoro-4-methyl-5,6-dihydro-4H-[1,3]oxazin-2-ylamine), ClC=1C(=NNC1)C(=O)O (4-chloro-1H-pyrazole-3-carboxylic acid). Product: NC=1OC[C@@H]([C@@](N1)(C)C=1C=C(C=CC1F)NC(=O)C1=NNC=C1Cl)F (4-Chloro-1H-pyrazole-3-carboxylic acid [3-((4R,5R)-2-amino-5-fluoro-4-methyl-5,6-dihydro-4H-[1,3]oxazin-4-yl)-4-fluoro-phenyl]-amide). Reaction SMILES: [NH2:1][C:2]1[CH:3]=[CH:4][C:5]([F:17])=[C:6]([C@:8]2([CH3:16])[C@@H:13]([F:14])[CH2:12][O:11][C:10]([NH2:15])=[N:9]2)[CH:7]=1.[Cl:18][C:19]1[C:20]([C:24](O)=[O:25])=[N:21][NH:22][CH:23]=1>>[NH2:15][C:10]1[O:11][CH2:12][C@H:13]([F:14])[C@:8]([C:6]2[CH:7]=[C:2]([NH:1][C:24]([C:20]3[C:19]([Cl:18])=[CH:23][NH:22][N:21]=3)=[O:25])[CH:3]=[CH:4][C:5]=2[F:17])([CH3:16])[N:9]=1. Procedure details: The condensation of (4R,5R)-4-(5-amino-2-fluoro-phenyl)-5-fluoro-4-methyl-5,6-dihydro-4H-[1,3]oxazin-2-ylamine (intermediate A8.2) and 4-chloro-1H-pyrazole-3-carboxylic acid (CAS 84547-87-5) following procedure I yielded the title compound as a white solid. MS (ISP): m/z=370.1 [M+H]+. Starting materials: C1CCOC1, CCOC(=O)CC(c1ccccc1)c1ccc(OCc2ccc(C(C)(C)C)c(-c3cc(OC)ccc3F)c2)cc1, CCO, [Na+], [OH-]. Product: COc1ccc(F)c(-c2cc(COc3ccc(C(CC(=O)O)c4ccccc4)cc3)ccc2C(C)(C)C)c1. Reaction SMILES: [CH2:41]1[O:42][CH2:43][CH2:44][CH2:45]1.[CH3:1][C:2]([CH3:3])([CH3:4])[c:5]1[cH:6][cH:7][c:8]([CH2:20][O:21][c:22]2[cH:23][cH:24][c:25]([CH:28]([CH2:29][C:30](=[O:31])[O:32][CH2:33][CH3:34])[c:35]3[cH:36][cH:37][cH:38][cH:39][cH:40]3)[cH:26][cH:27]2)[cH:9][c:10]1-[c:11]1[c:12]([F:19])[cH:13][cH:14][c:15]([O:17][CH3:18])[cH:16]1.[CH3:46][CH2:47][OH:48].[Na+:50].[OH-:49]>>[CH3:1][C:2]([CH3:3])([CH3:4])[c:5]1[cH:6][cH:7][c:8]([CH2:20][O:21][c:22]2[cH:23][cH:24][c:25]([CH:28]([CH2:29][C:30](=[O:31])[OH:32])[c:35]3[cH:36][cH:37][cH:38][cH:39][cH:40]3)[cH:26][cH:27]2)[cH:9][c:10]1-[c:11]1[c:12]([F:19])[cH:13][cH:14][c:15]([O:17][CH3:18])[cH:16]1. Starting materials: CC=1C(=NC2=CC=CC=C2N1)C(CC#N)=O (3-(3-methylquinoxalin-2-yl)-3-oxopropanenitrile), O.NN (hydrazine monohydrate), C([O-])(O)=O.[Na+] (sodium bicarbonate). Run in C(C)(=O)O (acetic acid), C(C)O (ethanol), O (water). Yields the product CC=1C(=NC2=CC=CC=C2N1)C1=NNC(=C1)N (3-(3-methylquinoxalin-2-yl)-1H-pyrazol-5-amine). RXN SMILES: [CH3:1][C:2]1[C:3]([C:12](=O)[CH2:13][C:14]#[N:15])=[N:4][C:5]2[C:10]([N:11]=1)=[CH:9][CH:8]=[CH:7][CH:6]=2.O.[NH2:18][NH2:19].C(=O)(O)[O-].[Na+]>C(O)(=O)C.C(O)C.O>[CH3:1][C:2]1[C:3]([C:12]2[CH:13]=[C:14]([NH2:15])[NH:19][N:18]=2)=[N:4][C:5]2[C:10]([N:11]=1)=[CH:9][CH:8]=[CH:7][CH:6]=2 |f:1.2,3.4|. Reported procedure: A suspension of 3-(3-methylquinoxalin-2-yl)-3-oxopropanenitrile (45.8 g, 217 mmol) and hydrazine monohydrate (15.8 mL, 325 mmol) in acetic acid (109 mL) and ethanol (1083 mL) was refluxed for 17 h. After being cooled to ambient temperature, the reaction mixture was diluted with water (360 mL) and basified to pH 8 with sodium bicarbonate. The resulting precipitate was collected and washed with diisopropyl ether. The crude was diluted with methanol (1077 mL) and potassium carbonate (29.9 g), and t... Starting materials: C([O-])([O-])=O.[K+].[K+] (potassium carbonate), ClCCCOC(=O)C=1C(C(=C(NC1C)C)C(=O)OC)C1=CC(=CC=C1)[N+](=O)[O-] (2,6-dimethyl-4-(3-nitrophenyl)-1,4-dihydropyridine-3,5-dicarboxylic acid methyl ester 3-chloropropyl ester), FC1=CC=C(C(=O)C2CCNCC2)C=C1 (4-(p-fluorobenzoyl)-piperidine), Cl (hydrochloric acid). Solvent: C(C)(=O)OCC (ethyl acetate), C(Cl)Cl (methylene chloride). Conditions: time 1 hour. The product is FC1=CC=C(C(=O)C2CCN(CC2)CCCOC(=O)C=2C(C(=C(NC2C)C)C(=O)OC)C2=CC(=CC=C2)[N+](=O)[O-])C=C1 (2,6-dimethyl-4-(3-nitrophenyl)-1,4-dihydropyridine-3,5-dicarboxylic acid methyl ester 3-[4-(p-fluorobenzoyl)-piperidino]-propyl ester). Reaction SMILES: Cl[CH2:2][CH2:3][CH2:4][O:5][C:6]([C:8]1[CH:9]([C:20]2[CH:25]=[CH:24][CH:23]=[C:22]([N+:26]([O-:28])=[O:27])[CH:21]=2)[C:10]([C:16]([O:18][CH3:19])=[O:17])=[C:11]([CH3:15])[NH:12][C:13]=1[CH3:14])=[O:7].[F:29][C:30]1[CH:43]=[CH:42][C:33]([C:34]([CH:36]2[CH2:41][CH2:40][NH:39][CH2:38][CH2:37]2)=[O:35])=[CH:32][CH:31]=1.Cl.C(=O)([O-])[O-].[K+].[K+]>C(Cl)Cl.C(OCC)(=O)C>[F:29][C:30]1[CH:31]=[CH:32][C:33]([C:34]([CH:36]2[CH2:41][CH2:40][N:39]([CH2:2][CH2:3][CH2:4][O:5][C:6]([C:8]3[CH:9]([C:20]4[CH:25]=[CH:24][CH:23]=[C:22]([N+:26]([O-:28])=[O:27])[CH:21]=4)[C:10]([C:16]([O:18][CH3:19])=[O:17])=[C:11]([CH3:15])[NH:12][C:13]=3[CH3:14])=[O:7])[CH2:38][CH2:37]2)=[O:35])=[CH:42][CH:43]=1 |f:3.4.5|. Procedure details: A mixture of 16.4 g of 2,6-dimethyl-4-(3-nitrophenyl)-1,4-dihydropyridine-3,5-dicarboxylic acid methyl ester 3-chloropropyl ester and 16.6 g of 4-(p-fluorobenzoyl)-piperidine is kept for 1 hour under argon in a bath heated to 145°. After cooling, 100 ml of ethyl acetate and 50 ml of 2N hydrochloric acid are added and the mixture is stirred until the reaction mass has completely dissolved. The partly oily aqueous-acidic phase is adjusted to pH 10 with 50% potassium carbonate solution; methylene c... Starting materials: C1=CC=C(C=C1)CC=O (Phenacetaldehyde), COC=1C=C(C=CC1)C12CCNCC2(CCCC1)C (4a-(3-Methoxyphenyl)-8a-methyloctahydroisoquinoline), C(C)(=O)O[BH-](OC(C)=O)OC(C)=O.[Na+] (sodium triacetoxyborohydride). The solvent is ClCCCl (1,2-dichloroethane). Conditions: time 2 hour. Product: C(CC1=CC=CC=C1)N1CC2(CCCCC2(CC1)C1=CC(=CC=C1)OC)C (N-Phenethyl-4a-(3-methoxyphenyl)-8a-methyloctahydroisoquinoline). Yield: 95.5%. Reaction SMILES: [CH:1]1[CH:6]=[CH:5][C:4]([CH2:7][CH:8]=O)=[CH:3][CH:2]=1.[CH3:10][O:11][C:12]1[CH:13]=[C:14]([C:18]23[CH2:27][CH2:26][CH2:25][CH2:24][C:23]2([CH3:28])[CH2:22][NH:21][CH2:20][CH2:19]3)[CH:15]=[CH:16][CH:17]=1.C(O[BH-](OC(=O)C)OC(=O)C)(=O)C.[Na+]>ClCCCl>[CH2:8]([N:21]1[CH2:20][CH2:19][C:18]2([C:14]3[CH:15]=[CH:16][CH:17]=[C:12]([O:11][CH3:10])[CH:13]=3)[C:23]([CH3:28])([CH2:24][CH2:25][CH2:26][CH2:27]2)[CH2:22]1)[CH2:7][C:4]1[CH:5]=[CH:6][CH:1]=[CH:2][CH:3]=1 |f:2.3|. Procedure details: Phenacetaldehyde 87 mg (0.72 mmol) and 190 mg (0.72 mmol) of 10 were mixed in 1,2-dichloroethane (15 mL) and then treated with sodium triacetoxyborohydride 230 mg (1.08 mmol). The reaction mixture remained cloudy throughout the reaction. The mixture was stirred at room temperature under N2 atmosphere for 2 h. The reaction mixture was quenched by adding saturated NaHCO3, and the product was extracted with EtOAc. The EtOAc extract was dried (MgSO4), and the solvent was evaporated to give 0.25 g (9...